Task: describe an organic reaction: reactants, conditions, products, and yield. Dataset: the Open Reaction Database (ORD), a public repository of structured organic reaction records Reactants: C[O-].[Na+] (sodium methoxide), C(C(=O)OC)(=O)OC (Dimethyl oxalate), FC1=CC=C(C=C1)C(C)=O (4′-fluoroacetophenone), Cl (hydrochloric acid). The solvent is CO (methanol). Conditions: time 60 minute. Product: FC1=CC=C(C=C1)C(CC(C(=O)OC)=O)=O (methyl 4-[4-fluorophenyl]-2,4-diketobutanoate), enol. Reaction SMILES: [C:1]([O:7][CH3:8])(=[O:6])[C:2]([O:4]C)=O.[F:9][C:10]1[CH:15]=[CH:14][C:13]([C:16](=[O:18])[CH3:17])=[CH:12][CH:11]=1.C[O-].[Na+].Cl>CO>[F:9][C:10]1[CH:15]=[CH:14][C:13]([C:16](=[O:18])[CH2:17][C:2](=[O:4])[C:1]([O:7][CH3:8])=[O:6])=[CH:12][CH:11]=1 |f:2.3|. Procedure details: Dimethyl oxalate (18.80 g, 0.159 mol) and 4′-fluoroacetophenone (20.0 g, 0.145 mol) were charged to a 1000 mL round-bottom flask and diluted with methanol (400 mL). The reaction flask was placed in a sonication bath (Bransonic 1200), and sodium methoxide (25% in methanol, 70 mL) was added over 25 minutes. The reaction was sonicated at 45° C. for 16 hours. The reaction became an insoluble mass during this time. The solid was mechanically broken up, then poured into a hydrochloric acid solution (1... The reactants are C#Cc1nc2nc(-c3ccc(CN4CCC(c5n[nH]c(-c6ccccn6)n5)CC4)cc3)c(-c3ccccc3)cn2n1, C[O-], CO, ClCCl, [Na+], O. The product is COc1nc2nc(-c3ccc(CN4CCC(c5n[nH]c(-c6ccccn6)n5)CC4)cc3)c(-c3ccccc3)cn2n1. As a reaction SMILES: [C:1](#[CH:2])[c:3]1[n:4][n:5]2[c:6]([n:7][c:8](-[c:17]3[cH:18][cH:19][c:20]([CH2:23][N:24]4[CH2:25][CH2:26][CH:27]([c:30]5[n:31][nH:32][c:33](-[c:35]6[n:36][cH:37][cH:38][cH:39][cH:40]6)[n:34]5)[CH2:28][CH2:29]4)[cH:21][cH:22]3)[c:9](-[c:11]3[cH:12][cH:13][cH:14][cH:15][cH:16]3)[cH:10]2)[n:41]1.[CH3:42][O-:43].[CH3:45][OH:46].[Cl:48][CH2:49][Cl:50].[Na+:44].[OH2:47]>>[c:3]1([O:43][CH3:42])[n:4][n:5]2[c:6]([n:7][c:8](-[c:17]3[cH:18][cH:19][c:20]([CH2:23][N:24]4[CH2:25][CH2:26][CH:27]([c:30]5[n:31][nH:32][c:33](-[c:35]6[n:36][cH:37][cH:38][cH:39][cH:40]6)[n:34]5)[CH2:28][CH2:29]4)[cH:21][cH:22]3)[c:9](-[c:11]3[cH:12][cH:13][cH:14][cH:15][cH:16]3)[cH:10]2)[n:41]1. Starting materials: C=CC(C)=C (isoprene), CC1([C@H](C(OC1)=O)C(C(=O)[O-])=C)C ((S)-4,4-dimethyl-2-oxotetrahydrofuran-3-ylacrylate), C=CC(C)=C (isoprene). The reagents and catalysts are [Ti](Cl)(Cl)(Cl)Cl (titanium tetrachloride). The solvent is ClCCl (dichloromethane), hexanes. Conditions: time 15 minute. Product: CC1=CC[C@@H](CC1)C(=O)O[C@@H]1C(OCC1(C)C)=O ((R)—((S)-4,4-dimethyl-2-oxotetrahydrofuran-3-yl) 4-methylcyclohex-3-enecarboxylate). The yield is 92.8%. Reaction SMILES: [CH3:1][C:2]1([CH3:13])[CH2:6][O:5][C:4](=[O:7])[C@@H:3]1C(=C)C([O-])=O.[CH2:14]=[CH:15][C:16](=[CH2:18])[CH3:17]>ClCCl.[Ti](Cl)(Cl)(Cl)Cl>[CH3:18][C:16]1[CH2:17][CH2:2][C@@H:3]([C:4]([O:7][C@H:3]2[C:2]([CH3:1])([CH3:13])[CH2:6][O:5][C:4]2=[O:7])=[O:5])[CH2:14][CH:15]=1. Procedure: (S)-4,4-dimethyl-2-oxotetrahydrofuran-3-ylacrylate 501 (2.05 g, 11.1 mmol) in dichloromethane (17.5 mL) and hexanes (2.5 mL) was cooled to −10° C. and treated with titanium tetrachloride (2.2 mL, 1 M in dichloromethane, 2.2 mmol). The yellow solution was stirred for 15 minutes and treated with isoprene (1.67 mL, 16.7 mmol) dropwise over 5 minutes. After stirring for 2 hours, an additional portion of isoprene (1.67 mL, 16.7 mmol) was added and the reaction mixture was stirred at −10 to 0° C. for ... RXN SMILES: Cl[CH:2]([C:7]1[CH:11]=[C:10]([C:12]2[CH:17]=[CH:16][CH:15]=[CH:14][CH:13]=2)[O:9][C:8]=1[CH3:18])[CH2:3][CH:4]([CH3:6])[CH3:5].[NH2:19][C:20]1[CH:29]=[CH:28][C:23]([C:24]([O:26]C)=[O:25])=[CH:22][C:21]=1[O:30][CH3:31].C(=O)([O-])[O-].[Na+].[Na+].[I-].[Na+]>CN(C)C(=O)C.O>[CH3:31][O:30][C:21]1[CH:22]=[C:23]([CH:28]=[CH:29][C:20]=1[NH:19][CH:2]([C:7]1[CH:11]=[C:10]([C:12]2[CH:17]=[CH:16][CH:15]=[CH:14][CH:13]=2)[O:9][C:8]=1[CH3:18])[CH2:3][CH:4]([CH3:6])[CH3:5])[C:24]([OH:26])=[O:25] |f:2.3.4,5.6|. Reactants: ClC(CC(C)C)C1=C(OC(=C1)C1=CC=CC=C1)C (3-(1-chloro-3-methylbutyl)-2-methyl-5-phenylfuran), NC1=C(C=C(C(=O)OC)C=C1)OC (methyl 4-amino-3-methoxybenzoate), C([O-])([O-])=O.[Na+].[Na+] (sodium carbonate), [I-].[Na+] (sodium iodide). Procedure: A mixture of 3-(1-chloro-3-methylbutyl)-2-methyl-5-phenylfuran (1.3 g), methyl 4-amino-3-methoxybenzoate (1.1 g), sodium carbonate (1.1 g) and sodium iodide (3.0 g) in N,N-dimethylacetamide (20 mL) was stirred overnight at 80° C. The reaction mixture was poured into water, and the mixture was extracted with ethyl acetate. The organic layer was washed with saturated brine, and dried over magnesium sulfate. The solvent was evaporated under reduced pressure, and the residue was dissolved in methano... Solvent: CN(C(C)=O)C (N,N-dimethylacetamide), O (water). Isolated yield 51.4%. Yields the product COC=1C=C(C(=O)O)C=CC1NC(CC(C)C)C1=C(OC(=C1)C1=CC=CC=C1)C (3-methoxy-4-{[3-methyl-1-(2-methyl-5-phenylfuran-3-yl)butyl]amino}benzoic acid). Reaction conditions: temperature 80 celsius, time 8 hour. The reactants are OO (hydrogen peroxide), C1C=CC2=CC=CC=C12 (indene), CCC(CC)COC(C1=CC=CC=C1)(C2=CC=CC=C2)C(=O)N(C)CC[NH+](C)C.[Cl-] (X-100), Br (hydrogen bromide). Solvent: O (water), ClCCl (dichloromethane). Conditions: time 8 hour. The product is pale yellow crystals, Br[C@H]1[C@@H](C2=CC=CC=C2C1)O (trans-2-bromoindan-1-ol). The yield is 83.9%. As a reaction SMILES: C1C2C(=CC=CC=2)C=C1.CCC(C[O:16][C:17](C(N(CC[NH+](C)C)C)=O)([C:24]1[CH:29]=CC=CC=1)[C:18]1[CH:23]=[CH:22][CH:21]=[CH:20][CH:19]=1)CC.[Cl-].[BrH:40].OO>ClCCl.O>[Br:40][C@@H:24]1[CH2:29][C:19]2[C:18](=[CH:23][CH:22]=[CH:21][CH:20]=2)[C@H:17]1[OH:16] |f:1.2|. Procedure: 237 ml of water, 173.9 g of indene (92 wt %; 1.38 mol), 2.8 g of Triton X-100 and 262.0 g of hydrogen bromide (47 wt %; 1.52 mol, 1.1 mol/mol indene) were put into a 1000-ml 3-mouthed flask, and emulsified by stirring together with a magnetic stirrer. The emulsion was stirred at 60° C. as 147.2 g of hydrogen peroxide (35 wt %; 1.52 mol, 1.1 mol/mol indene) was added dropwise over 4 hours and 20 minutes. After stirring for 2 hours at the same temperature, stirring was continued at room temperatur... Reactants: N1(CCCCC1)C1=CC(=NC=C1)C (4 -piperidino-2 -picoline), C([O-])([O-])=O.[K+].[K+] (potassium carbonate), BrBr (bromine). Solvent: CN(C=O)C (dimethylformamide), CN(C=O)C (dimethylformamide), O (water). Reaction conditions: time 3.5 hour. The product is N1(CCCCC1)C1=CC(=NC=C1Br)C (4 -piperidino-5 -bromo-2 -picoline). Reaction SMILES: [Br:1]Br.[N:3]1([C:9]2[CH:14]=[CH:13][N:12]=[C:11]([CH3:15])[CH:10]=2)[CH2:8][CH2:7][CH2:6][CH2:5][CH2:4]1.C(=O)([O-])[O-].[K+].[K+]>CN(C)C=O.O>[N:3]1([C:9]2[C:14]([Br:1])=[CH:13][N:12]=[C:11]([CH3:15])[CH:10]=2)[CH2:4][CH2:5][CH2:6][CH2:7][CH2:8]1 |f:2.3.4|. Procedure details: A solution of bromine (9.3 ml) in dimethylformamide (50 ml) was added dropwise-to a stirred mixture of 4 -piperidino-2 -picoline (15 g), potassium carbonate (23.5. g) in dimethylformamide (50 ml) at 25°-30°. After 3.5 hours, the mixture was stripped and the residue taken up in water, adjusted to pH 13 with 40 % aqueous NAOH, and extracted with ether. After drying (K2CO3 ) and stripping, the residue was chromatographed (silica gel, n-hexane:ether) to give 4 -piperidino-5 -bromo-2 -picoline, 11.18... Starting materials: ClC1=NC=CC(=N1)C1=C(C=CC=C1)OC (2-chloro-4-(2-methoxy-phenyl)-pyrimidine), NC1=CC=C(C=C1)CS(=O)(=O)NC (C-(4-amino-phenyl)-N-methyl-methanesulfonamide). The solvent is CN(C)C=O (DMF), CN(C)C=O (DMF). Yields the product COC1=C(C=CC=C1)C1=NC(=NC=C1)NC1=CC=C(C=C1)CS(=O)(=O)NC (C-{4-[4-(2-methoxy-phenyl)-pyrimidin-2-ylamino]-phenyl}-N-methyl-methanesulfonamide). RXN SMILES: Cl[C:2]1[N:7]=[C:6]([C:8]2[CH:13]=[CH:12][CH:11]=[CH:10][C:9]=2[O:14][CH3:15])[CH:5]=[CH:4][N:3]=1.[NH2:16][C:17]1[CH:22]=[CH:21][C:20]([CH2:23][S:24]([NH:27][CH3:28])(=[O:26])=[O:25])=[CH:19][CH:18]=1>CN(C=O)C>[CH3:15][O:14][C:9]1[CH:10]=[CH:11][CH:12]=[CH:13][C:8]=1[C:6]1[CH:5]=[CH:4][N:3]=[C:2]([NH:16][C:17]2[CH:22]=[CH:21][C:20]([CH2:23][S:24]([NH:27][CH3:28])(=[O:26])=[O:25])=[CH:19][CH:18]=2)[N:7]=1. Procedure details: A solution of 2-chloro-4-(2-methoxy-phenyl)-pyrimidine (0.883 g, 0.004 mol), and C-(4-amino-phenyl)-N-methyl-methanesulfonamide (0.801 g, 0.004 mol) (Macor, John E.; Blank et al., Tetrahedron Letters (1992), 33(52), 8011-14) in DMF is stirred in DMF (12 ml) for 2 hours at 80° C. (TLC control). The solvent was removed under reduced pressure to give C-{4-[4-(2-methoxy-phenyl)-pyrimidin-2-ylamino]-phenyl}-N-methyl-methanesulfonamide.